This data is from the Open Reaction Database (ORD), a public repository of structured organic reaction records. The task is: describe an organic reaction: reactants, conditions, products, and yield The reactants are C(=NC1CCCCC1)=NC1CCCCC1, Nc1cccc2[nH]ccc12, C1CCOC1, COc1ccc(C(=O)O)c(O)c1. Product: COc1ccc(C(=O)Nc2cccc3[nH]ccc23)c(O)c1. RXN SMILES: [CH:23]1([N:24]=[C:25]=[N:26][CH:27]2[CH2:28][CH2:29][CH2:30][CH2:31][CH2:32]2)[CH2:33][CH2:34][CH2:35][CH2:36][CH2:37]1.[NH2:1][c:2]1[c:3]2[cH:4][cH:5][nH:6][c:7]2[cH:8][cH:9][cH:10]1.[O:38]1[CH2:39][CH2:40][CH2:41][CH2:42]1.[OH:11][c:12]1[c:13]([C:14](=[O:15])[OH:16])[cH:17][cH:18][c:19]([O:21][CH3:22])[cH:20]1>>[NH:1]([c:2]1[c:3]2[cH:4][cH:5][nH:6][c:7]2[cH:8][cH:9][cH:10]1)[C:14]([c:13]1[c:12]([OH:11])[cH:20][c:19]([O:21][CH3:22])[cH:18][cH:17]1)=[O:15]. The reactants are COC(=O)C(SC)c1ccc2cc(OC)ccc2c1, CI, CN(C)C=O, [Cl-], [H-], [NH4+], [Na+]. The product is COC(=O)C(C)(SC)c1ccc2cc(OC)ccc2c1. Reaction SMILES: [CH3:1][S:2][CH:3]([C:4](=[O:5])[O:6][CH3:7])[c:8]1[cH:9][c:10]2[cH:11][cH:12][c:13]([O:18][CH3:19])[cH:14][c:15]2[cH:16][cH:17]1.[CH3:22][I:23].[CH3:26][N:27]([CH3:28])[CH:29]=[O:30].[Cl-:24].[H-:20].[NH4+:25].[Na+:21]>>[CH3:1][S:2][C:3]([C:4](=[O:5])[O:6][CH3:7])([c:8]1[cH:9][c:10]2[cH:11][cH:12][c:13]([O:18][CH3:19])[cH:14][c:15]2[cH:16][cH:17]1)[CH3:22]. The reactants are Cl.C(C)N=C=NCCCN(C)C (1-ethyl-3-(3-dimethylaminopropyl)carbodiimide hydrochloride), ON1N=NC2=C1C=CC=C2 (1-hydroxybenzotriazole), [F-].C(CCC)[N+](CCCC)(CCCC)CCCC (tetrabutylammonium fluoride), solution, Example 7 ( 7d ), Example 5 ( 5a ), C(C(C)C)C1=CC=C(C(=O)O)C=C1 (4-isobutylbenzoic acid), [Si](C)(C)(C(C)(C)C)OC1CCCC2=C1C=C(O2)C(N)=NO (4-{[t-butyl(dimethyl)silyl]oxy}-N′-hydroxy-4,5,6,7-tetrahydro-1-benzofuran-2-carboximidamide). The solvent is O1CCCC1 (tetrahydrofuran). Yields the product crude product, C(C(C)C)C1=CC=C(C=C1)C1=NC(=NO1)C=1OC2=C(C1)C(CCC2)O (2-[5-(4-Isobutylphenyl)-1,2,4-oxadiazol-3-yl]-4,5,6,7-tetrahydro-1-benzofuran-4-ol). As a reaction SMILES: [CH2:1]([C:5]1[CH:13]=[CH:12][C:8]([C:9]([OH:11])=O)=[CH:7][CH:6]=1)[CH:2]([CH3:4])[CH3:3].ON1C2C=CC=CC=2N=N1.Cl.C(N=C=NCCCN(C)C)C.[Si]([O:43][CH:44]1[C:49]2[CH:50]=[C:51]([C:53](=[N:55]O)[NH2:54])[O:52][C:48]=2[CH2:47][CH2:46][CH2:45]1)(C(C)(C)C)(C)C.[F-].C([N+](CCCC)(CCCC)CCCC)CCC>O1CCCC1>[CH2:1]([C:5]1[CH:6]=[CH:7][C:8]([C:9]2[O:11][N:55]=[C:53]([C:51]3[O:52][C:48]4[CH2:47][CH2:46][CH2:45][CH:44]([OH:43])[C:49]=4[CH:50]=3)[N:54]=2)=[CH:12][CH:13]=1)[CH:2]([CH3:3])[CH3:4] |f:2.3,5.6|. Reported procedure: The crude product of the title compound was synthesized by conducting the similar reaction to that mentioned in Example 5 (5a) using 4-isobutylbenzoic acid (0.12 g, 0.66 mmol), 1-hydroxybenzotriazole (0.11 g, 0.78 mmol), 1-ethyl-3-(3-dimethylaminopropyl)carbodiimide hydrochloride (0.14 g, 0.72 mmol), 4-{[t-butyl(dimethyl)silyl]oxy}-N′-hydroxy-4,5,6,7-tetrahydro-1-benzofuran-2-carboximidamide (0.19 g, 0.6 mmol) that was obtained in Example 7 (7d), and tetrabutylammonium fluoride (a 1.0 M solution...